Dataset: the Open Reaction Database (ORD), a public repository of structured organic reaction records. Task: describe an organic reaction: reactants, conditions, products, and yield Reported procedure: A solution of 2.12 g (53 mmol) of caustic soda in 5 ml of water is added under nitrogen, at 0° C., to a solution of 3.27 g (26.3 mmol) of p-thiocresol in 50 ml of ethanol. Then a solution of 8.4 g (26.3 mmol) of 2-bromo-7-(4-chlorophenyl)heptanoic acid in 5 ml of ethanol is added and the cooling bath is removed. Then stirring is continued for 6 at room temperature; the mixture is let stand overnight and concentrated by evaporation. The residue is taken up in water, washed with ether and acidifie... Solvent: C(C)O (ethanol), O (water), C(C)O (ethanol). Yields the product ClC1=CC=C(C=C1)CCCCCC(C(=O)O)SC1=CC=C(C=C1)C (7-(4-chlorophenyl)-2-(4-methylphenylthio)heptanoic acid). Conditions: time 8 hour. Reactants: BrC(C(=O)O)CCCCCC1=CC=C(C=C1)Cl (2-bromo-7-(4-chlorophenyl)heptanoic acid), [OH-].[Na+] (caustic soda), CC1=CC=C(C=C1)S (p-thiocresol). RXN SMILES: [OH-].[Na+].[CH3:3][C:4]1[CH:9]=[CH:8][C:7]([SH:10])=[CH:6][CH:5]=1.Br[CH:12]([CH2:16][CH2:17][CH2:18][CH2:19][CH2:20][C:21]1[CH:26]=[CH:25][C:24]([Cl:27])=[CH:23][CH:22]=1)[C:13]([OH:15])=[O:14]>O.C(O)C>[Cl:27][C:24]1[CH:23]=[CH:22][C:21]([CH2:20][CH2:19][CH2:18][CH2:17][CH2:16][CH:12]([S:10][C:7]2[CH:8]=[CH:9][C:4]([CH3:3])=[CH:5][CH:6]=2)[C:13]([OH:15])=[O:14])=[CH:26][CH:25]=1 |f:0.1|. The reactants are CC(c1ccc(Br)cc1Cl)C(O)(c1ccc2c(c1)n(C)c(=O)n2C)C(F)(F)F, O=C([O-])[O-], N#CCc1ccc(B(O)O)cc1, O=CO, [Cs+], [Cs+], C1COCCO1, O. Yields the product CC(c1ccc(-c2ccc(CC#N)cc2)cc1Cl)C(O)(c1ccc2c(c1)n(C)c(=O)n2C)C(F)(F)F. Reaction SMILES: [Br:1][c:2]1[cH:3][c:4]([Cl:28])[c:5]([CH:8]([C:9]([C:10]([F:11])([F:12])[F:13])([OH:14])[c:15]2[cH:16][c:17]3[c:18]([n:19]([CH3:24])[c:20](=[O:23])[n:21]3[CH3:22])[cH:25][cH:26]2)[CH3:27])[cH:6][cH:7]1.[C:29](=[O:30])([O-:31])[O-:32].[C:35](#[N:36])[CH2:37][c:38]1[cH:39][cH:40][c:41]([B:44]([OH:45])[OH:46])[cH:42][cH:43]1.[CH:54]([OH:55])=[O:56].[Cs+:33].[Cs+:34].[O:48]1[CH2:49][CH2:50][O:51][CH2:52][CH2:53]1.[OH2:47]>>[c:2]1(-[c:41]2[cH:40][cH:39][c:38]([CH2:37][C:35]#[N:36])[cH:43][cH:42]2)[cH:3][c:4]([Cl:28])[c:5]([CH:8]([C:9]([C:10]([F:11])([F:12])[F:13])([OH:14])[c:15]2[cH:16][c:17]3[c:18]([n:19]([CH3:24])[c:20](=[O:23])[n:21]3[CH3:22])[cH:25][cH:26]2)[CH3:27])[cH:6][cH:7]1. The reactants are FC1=C(C=CC=C1)[C@]1([C@@H](C[C@H](C1)OC)CO)NC(=S)NC(OCC1C2=CC=CC=C2C=2C=CC=CC12)=O (9H-fluoren-9-ylmethyl ({[(1S*,2R*,4R*)-1-(2-fluorophenyl)-2-(hydroxymethyl)-4-methoxycyclopentyl]amino}carbonothioyl)carbamate). The solvent is CO (methanol). Conditions: time 1 hour. Product: FC1=C(C=CC=C1)[C@@]12N=C(SC[C@@H]1C[C@@H](C2)OC)N ([(4aR*,6S*,7aS*)-7a-(2-fluorophenyl)-6-methoxy-4,4a,5,6,7,7a-hexahydrocyclopenta[d][1,3]thiazin-2-yl]amine). Yield: 71.0%. RXN SMILES: [F:1][C:2]1[CH:7]=[CH:6][CH:5]=[CH:4][C:3]=1[C@:8]1([NH:17][C:18]([NH:20]C(=O)OCC2C3C=CC=CC=3C3C2=CC=CC=3)=[S:19])[CH2:12][C@H:11]([O:13][CH3:14])[CH2:10][C@H:9]1[CH2:15]O>CO>[F:1][C:2]1[CH:7]=[CH:6][CH:5]=[CH:4][C:3]=1[C@:8]12[CH2:12][C@@H:11]([O:13][CH3:14])[CH2:10][C@H:9]1[CH2:15][S:19][C:18]([NH2:20])=[N:17]2. Procedure details: A solution of 9H-fluoren-9-ylmethyl ({[(1S*,2R*,4R*)-1-(2-fluorophenyl)-2-(hydroxymethyl)-4-methoxycyclopentyl]amino}carbonothioyl)carbamate (340 mg) in methanol (20 mL)-concentrated hydrochloric acid (1 mL) was heated under reflux for three hours. The reaction solution was concentrated under reduced pressure. Acetonitrile (10 mL) and piperidine (2 mL) were added to the residue at room temperature, and the mixture was stirred at room temperature for one hour. The reaction solution was concentrat... The reactants are C([O-])(O)=O.[Na+] (sodium bicarbonate), ClCC=1C=C(C=NC1CCl)C(=O)OC(C)(C)C (tert-butyl 5,6-bis(chloromethyl)pyridine-3-carboxylate), ClC=1C2=C(N=CN1)NC(C2)=O (4-chloro-5,7-dihydro-6H-pyrrolo[2,3-d]pyrimidin-6-one), C([O-])([O-])=O.[Cs+].[Cs+] (cesium carbonate), [Br-].[Na+] (sodium bromide). Solvent: CN(C=O)C (N,N-dimethylformamide). Conditions: time 30 minute. Product: ClC=1C2=C(N=CN1)NC([C@]21CC=2C(=NC=C(C2)C(=O)OC(C)(C)C)C1)=O (tert-Butyl (6S)-4′-chloro-6′-oxo-5,6′,7,7′-tetrahydrospiro[cyclopenta[b]pyridine-6,5′-pyrrolo[2,3-d]pyrimidine]-3-carboxylate). As a reaction SMILES: Cl[CH2:2][C:3]1[CH:4]=[C:5]([C:11]([O:13][C:14]([CH3:17])([CH3:16])[CH3:15])=[O:12])[CH:6]=[N:7][C:8]=1[CH2:9]Cl.[Cl:18][C:19]1[C:20]2[CH2:27][C:26](=[O:28])[NH:25][C:21]=2[N:22]=[CH:23][N:24]=1.C(=O)([O-])[O-].[Cs+].[Cs+].[Br-].[Na+].C(=O)(O)[O-].[Na+]>CN(C)C=O>[Cl:18][C:19]1[C:20]2[C@:27]3([CH2:9][C:8]4=[N:7][CH:6]=[C:5]([C:11]([O:13][C:14]([CH3:17])([CH3:16])[CH3:15])=[O:12])[CH:4]=[C:3]4[CH2:2]3)[C:26](=[O:28])[NH:25][C:21]=2[N:22]=[CH:23][N:24]=1 |f:2.3.4,5.6,7.8|. Procedure details: To a solution of tert-butyl 5,6-bis(chloromethyl)pyridine-3-carboxylate (1.80 g, 6.52 mmol) in N,N-dimethylformamide (93.0 mL) was added 4-chloro-5,7-dihydro-6H-pyrrolo[2,3-d]pyrimidin-6-one (1.80 g, 10.62 mmol), cesium carbonate (3.65 g, 11.21 mmol), and sodium bromide (0.671 g, 6.52 mmol). After 30 min, saturated aqueous sodium bicarbonate was added and the mixture was washed with ethyl acetate (3×). The combined organics were washed with water (3×), brine (3×) and were dried with magnesium su... The reactants are N[C@H]1CC[C@H](C2=CC=CC=C12)O ((1R,4S)-4-Amino-1,2,3,4-tetrahydro-naphthalen-1-ol), [H-].[Na+] (sodium hydride), C1(CCCCC1)C1=NN=C2N1C=C(C=C2)F (3-Cyclohexyl-6-fluoro-[1,2,4]triazolo[4,3-a]pyridine). The solvent is CN(C)C=O (DMF). Run at temperature 60 celsius, time 2 hour. Yields the product C1(CCCCC1)C1=NN=C2N1C=C(C=C2)O[C@@H]2CC[C@@H](C1=CC=CC=C21)N ((1S,4R)-4-(3-Cyclohexyl-[1,2,4]triazolo[4,3-a]pyridin-6-yloxy)-1,2,3,4-tetrahydro-naphthalen-1-ylamine). Reaction SMILES: [NH2:1][C@@H:2]1[C:11]2[C:6](=[CH:7][CH:8]=[CH:9][CH:10]=2)[C@H:5]([OH:12])[CH2:4][CH2:3]1.[H-].[Na+].[CH:15]1([C:21]2[N:25]3[CH:26]=[C:27](F)[CH:28]=[CH:29][C:24]3=[N:23][N:22]=2)[CH2:20][CH2:19][CH2:18][CH2:17][CH2:16]1>CN(C=O)C>[CH:15]1([C:21]2[N:25]3[CH:26]=[C:27]([O:12][C@H:5]4[C:6]5[C:11](=[CH:10][CH:9]=[CH:8][CH:7]=5)[C@@H:2]([NH2:1])[CH2:3][CH2:4]4)[CH:28]=[CH:29][C:24]3=[N:23][N:22]=2)[CH2:16][CH2:17][CH2:18][CH2:19][CH2:20]1 |f:1.2|. Procedure: An opaque brown solution of Intermediate 1d (171 mg, 1.05 mmol) and sodium hydride (60% dispersion in oil, 120 mg, 3.00 mmol) in dry DMF (2 mL) was stirred at RT under Argon for 30 min. Intermediate 34b (219 mg, 1.00 mmol) was added, and the resulting dark solution stirred at 60° C. for 2 h. The cooled solution was concentrated in vacuo, redissolved in MeOH (2 mL), applied to an SCX-2 cartridge, and washed with MeOH. The product was eluted with 2M NH3 in MeOH; concentration in vacuo left a brown... The reactants are C(CC1=CC=CC=C1)O (phenethyl alcohol), C(C)OC(CC(=O)OCC)OCC (ethyl 3,3-diethoxypropionate), ice. Reagents/catalysts: [Ti](Cl)(Cl)(Cl)Cl (Titanium tetrachloride). Solvent: [N+](=O)([O-])C (nitromethane). Run at time 2 hour. Product: C1(OCCC2=CC=CC=C12)CC(=O)OCC (ethyl (±)-(isochroman-1-yl)acetate). As a reaction SMILES: [CH2:1]([OH:9])[CH2:2][C:3]1[CH:8]=[CH:7][CH:6]=[CH:5][CH:4]=1.[CH2:10]([O:12][CH:13]([O:20]CC)[CH2:14][C:15](OCC)=O)[CH3:11]>[Ti](Cl)(Cl)(Cl)Cl.[N+](C)([O-])=O>[CH:15]1([CH2:14][C:13]([O:12][CH2:10][CH3:11])=[O:20])[C:8]2[C:3](=[CH:4][CH:5]=[CH:6][CH:7]=2)[CH2:2][CH2:1][O:9]1. Procedure: Titanium tetrachloride (1M in methylene chloride, 90 ml, 90.0 mmol) is added over a period of 20 minutes to an ice-cooled mixture of phenethyl alcohol (XLV, 4.9 ml, 41.0 mmol), ethyl 3,3-diethoxypropionate (LXXV, 9.1 ml, 46.8 mmol) and nitromethane (17 ml). The mixture is stirred for 2 hr and then concentrated, diluted with ether, poured into ice/hydrochloric acid (1N), and allowed to stir. The phases are separated and the aqueous phase is extracted three times with ether. The combined organic p... The reactants are C1(CCCC1)C[C@@H](C(=O)N1N(CC[C@H]1C(=O)NC1=NC=CN=C1OC)C)CN(OCC1=CC=CC=C1)C=O ((3S)-2-[(2R)-3-Cyclopentyl-2-({formyl[(phenylmethyl)oxy]amino}methyl)propanoyl]-1-methyl-N-[3-(methyloxy)-2-pyrazinyl]-3-pyrazolidinecarboxamide). Reagents/catalysts: [OH-].[OH-].[Pd+2] (palladium hydroxide on carbon). Solvent: CO (methanol). Reaction conditions: time 1 hour. Yields the product C1(CCCC1)C[C@@H](C(=O)N1N(CC[C@H]1C(=O)NC1=NC=CN=C1OC)C)CN(O)C=O ((3S)-2-((2R)-3-cyclopentyl-2-{[formyl(hydroxy)amino]methyl}propanoyl)-1-methyl-N-[3-(methyloxy)-2-pyrazinyl]-3-pyrazolidinecarboxamide). The yield is 56.8%. As a reaction SMILES: [CH:1]1([CH2:6][C@H:7]([CH2:27][N:28]([CH:37]=[O:38])[O:29]CC2C=CC=CC=2)[C:8]([N:10]2[C@H:14]([C:15]([NH:17][C:18]3[C:23]([O:24][CH3:25])=[N:22][CH:21]=[CH:20][N:19]=3)=[O:16])[CH2:13][CH2:12][N:11]2[CH3:26])=[O:9])[CH2:5][CH2:4][CH2:3][CH2:2]1>CO.[OH-].[OH-].[Pd+2]>[CH:1]1([CH2:6][C@H:7]([CH2:27][N:28]([CH:37]=[O:38])[OH:29])[C:8]([N:10]2[C@H:14]([C:15]([NH:17][C:18]3[C:23]([O:24][CH3:25])=[N:22][CH:21]=[CH:20][N:19]=3)=[O:16])[CH2:13][CH2:12][N:11]2[CH3:26])=[O:9])[CH2:2][CH2:3][CH2:4][CH2:5]1 |f:2.3.4|. Procedure: (3S)-2-[(2R)-3-Cyclopentyl-2-({formyl[(phenylmethyl)oxy]amino}methyl)propanoyl]-1-methyl-N-[3-(methyloxy)-2-pyrazinyl]-3-pyrazolidinecarboxamide (96 mg, 0.183 mmol) was dissolved in methanol (11 mL). To this mixture was added 20% palladium hydroxide on carbon (26.8 mg, 0.038 mmol). The reaction mixture was degassed and placed under 1 atm of H2. After 1 h, the reaction mixture was filtered and concentrated. The residue was purified by RP-HPLC to afford (3S)-2-((2R)-3-cyclopentyl-2-{[formyl(hydrox...